From a dataset of the Open Reaction Database (ORD), a public repository of structured organic reaction records. describe an organic reaction: reactants, conditions, products, and yield Product: C(CCCC(=O)OCCCCCCCC\C=C/CCCCCCCC)(=O)OCCCCCCCC\C=C/CCCCCCCC (Dioleyl glutarate). Run in O (Water). The reactants are C(CCCCCCC\C=C/CCCCCCCC)O (oleyl alcohol), C1(CCCC(=O)O1)=O (glutaric anhydride), CCCCCCC (heptane), CS(=O)(=O)O (methane sulfonic acid), C(CCCCCCC\C=C/CCCCCCCC)O (oleyl alcohol). Reaction conditions: temperature 25 celsius. Procedure details: Dioleyl glutarate was synthesized by refluxing 421.2 grams (1.57 moles) oleyl alcohol, 85.6 grams (0.75 mole) glutaric anhydride, 204 grams (300 ml) heptane and 0.96 grams (0.01 mole) methane sulfonic acid under a nitrogen atmosphere for 5 hours in a 3-liter, 3-necked flask equipped with an air driven stirrer, thermometer, reflux condenser and heating mantle. Water produced in the reaction was removed in a Dean-Stark trap. The product solution was allowed to cool to 25° C. overnight with agitati... Reaction SMILES: [CH2:1]([OH:19])[CH2:2][CH2:3][CH2:4][CH2:5][CH2:6][CH2:7][CH2:8]/[CH:9]=[CH:10]\[CH2:11][CH2:12][CH2:13][CH2:14][CH2:15][CH2:16][CH2:17][CH3:18].[C:20]1(=[O:27])[O:26][C:24](=[O:25])[CH2:23][CH2:22][CH2:21]1.[CH3:28][CH2:29][CH2:30][CH2:31][CH2:32][CH2:33][CH3:34].CS(O)(=O)=O>O>[C:24]([O:26][CH2:28][CH2:29][CH2:30][CH2:31][CH2:32][CH2:33][CH2:34][CH2:1]/[CH:2]=[CH:3]\[CH2:4][CH2:5][CH2:6][CH2:7][CH2:8][CH2:9][CH2:10][CH3:11])(=[O:25])[CH2:23][CH2:22][CH2:21][C:20]([O:19][CH2:1][CH2:2][CH2:3][CH2:4][CH2:5][CH2:6][CH2:7][CH2:8]/[CH:9]=[CH:10]\[CH2:11][CH2:12][CH2:13][CH2:14][CH2:15][CH2:16][CH2:17][CH3:18])=[O:27]. Starting materials: FC(C(=O)C(F)(F)F)(F)F (hexafluoroacetone), CC=1C=CC=CC1C (o-xylene), ( 1 ). Yields the product OC(C(F)(F)F)(C(F)(F)F)C1=CC(=C(C=C1)C)C ((2-Hydroxyhexafluoro-2-propyl)-3,4-dimethylbenzene). As a reaction SMILES: [F:1][C:2]([F:10])([F:9])[C:3]([C:5]([F:8])([F:7])[F:6])=[O:4].[CH3:11][C:12]1[CH:13]=[CH:14][CH:15]=[CH:16][C:17]=1[CH3:18]>>[OH:4][C:3]([C:14]1[CH:15]=[CH:16][C:17]([CH3:18])=[C:12]([CH3:11])[CH:13]=1)([C:5]([F:8])([F:7])[F:6])[C:2]([F:10])([F:9])[F:1]. Procedure: This compound was prepared from o-xylene and hexafluoroacetone: bp 101°-102°/20.0 mm Hg; ND25 1.4334; lit. (1) bp 200-200.5°/760 mm Hg. The reactants are CCC(N)(O)C(=O)OC(C)(C)C, CC(C(=O)O)c1cccc(C(=O)c2ccccc2)c1, CN(C)c1ccncc1, ClCCl, Cl, N=C=N. Yields the product CCC(N)(O)C(=O)OC(C)(C)C, CC(C(=O)O)c1cccc(C(=O)c2ccccc2)c1. As a reaction SMILES: [C:1]([CH3:2])([CH3:3])([CH3:4])[O:5][C:6](=[O:7])[C:8]([CH2:9][CH3:10])([OH:11])[NH2:12].[CH3:13][CH:14]([C:15]([OH:16])=[O:17])[c:18]1[cH:19][cH:20][cH:21][c:22]([C:24](=[O:25])[c:26]2[cH:27][cH:28][cH:29][cH:30][cH:31]2)[cH:23]1.[CH3:39][N:40]([CH3:41])[c:42]1[cH:43][cH:44][n:45][cH:46][cH:47]1.[Cl:36][CH2:37][Cl:38].[ClH:32].[NH:33]=[C:34]=[NH:35]>>[C:1]([CH3:2])([CH3:3])([CH3:4])[O:5][C:6](=[O:7])[C:8]([CH2:9][CH3:10])([OH:11])[NH2:12].[CH3:13][CH:14]([C:15](=[O:16])[OH:17])[c:18]1[cH:19][cH:20][cH:21][c:22]([C:24](=[O:25])[c:26]2[cH:27][cH:28][cH:29][cH:30][cH:31]2)[cH:23]1. Starting materials: [Li]CCCC (n-BuLi), BrC=1C=C(C=CC1F)NC(C(C)(C)C)=O (N-(3-bromo-4-fluorophenyl)pivalamide), N1=CC=NC2=CC(=CC=C12)C=O (quinoxaline-6-carbaldehyde). Run in C1CCOC1 (THF), C1CCOC1 (THF). Conditions: temperature -78 celsius, time 1 hour. Yields the product FC1=C(C=C(C=C1)NC(C(C)(C)C)=O)C(C=1C=C2N=CC=NC2=CC1)O (N-(4-fluoro-3-(hydroxy(quinoxalin-6-yl)methyl)phenyl)pivalamide). The yield is 50.7%. Reaction SMILES: Br[C:2]1[CH:3]=[C:4]([NH:9][C:10](=[O:15])[C:11]([CH3:14])([CH3:13])[CH3:12])[CH:5]=[CH:6][C:7]=1[F:8].[Li]CCCC.[N:21]1[C:30]2[C:25](=[CH:26][C:27]([CH:31]=[O:32])=[CH:28][CH:29]=2)[N:24]=[CH:23][CH:22]=1>C1COCC1>[F:8][C:7]1[CH:6]=[CH:5][C:4]([NH:9][C:10](=[O:15])[C:11]([CH3:14])([CH3:13])[CH3:12])=[CH:3][C:2]=1[CH:31]([OH:32])[C:27]1[CH:26]=[C:25]2[C:30](=[CH:29][CH:28]=1)[N:21]=[CH:22][CH:23]=[N:24]2. Procedure: To a solution of N-(3-bromo-4-fluorophenyl)pivalamide (9.48 g, 34.6 mmol, 1.2 eq.) in THF (100 mL) cooled at −78° C. was added n-BuLi (27.6 mL, 69 mmol, 2.4 eq.) dropwise. The resulting mixture was stirred at −78° C. for 1 h, then was added a solution of quinoxaline-6-carbaldehyde (4.5 g, 28.8 mmol, 1.0 eq.) in THF (200 mL) dropwise. The mixture was stirred at −78° C. for 1 h, then quenched by the addition of NH4Cl solution. The mixture was extracted with EA (100 mL ×3) and the combined organic ... The reactants are Cl, CN1CCC(OCc2ccccc2F)(C2SCCCS2)CC1, C1CCOC1, O. The product is Cl, CN1CCC(C=O)(OCc2ccccc2F)CC1. Reaction SMILES: [ClH:1].[F:2][c:3]1[c:4]([CH2:9][O:10][C:11]2([CH:18]3[S:19][CH2:20][CH2:21][CH2:22][S:23]3)[CH2:12][CH2:13][N:14]([CH3:17])[CH2:15][CH2:16]2)[cH:5][cH:6][cH:7][cH:8]1.[O:25]1[CH2:26][CH2:27][CH2:28][CH2:29]1.[OH2:24]>>[ClH:1].[F:2][c:3]1[c:4]([CH2:9][O:10][C:11]2([CH:18]=[O:24])[CH2:12][CH2:13][N:14]([CH3:17])[CH2:15][CH2:16]2)[cH:5][cH:6][cH:7][cH:8]1. Reactants: CCOC(=O)C=Cc1ccc(Br)cc1, CC(C)C[AlH]CC(C)C, ClCCl. Yields the product OCC=Cc1ccc(Br)cc1. As a reaction SMILES: [Br:1][c:2]1[cH:3][cH:4][c:5]([CH:6]=[CH:7][C:8](=[O:9])[O:10][CH2:11][CH3:12])[cH:13][cH:14]1.[CH3:15][CH:16]([CH2:17][AlH:18][CH2:19][CH:20]([CH3:21])[CH3:22])[CH3:23].[Cl:24][CH2:25][Cl:26]>>[Br:1][c:2]1[cH:3][cH:4][c:5]([CH:6]=[CH:7][CH2:8][OH:9])[cH:13][cH:14]1. Starting materials: C(C)OC([C@H](CNC(CCNC(C1=CC=C(C=C1)C(NC(=O)OC(C)(C)C)=N)=O)=O)NS(=O)(=O)C1=CC=CC=C1)=O ((2S)-2-Benzenesulfonylamino-3-(3-(4-(N-t-butoxycarbonylamidino)benzoylamino)propanoylamino)propanoic acid ethyl ester). Reaction conditions: time 1 hour. Reaction SMILES: [CH2:1]([O:3][C:4](=[O:41])[C@@H:5]([NH:31][S:32]([C:35]1[CH:40]=[CH:39][CH:38]=[CH:37][CH:36]=1)(=[O:34])=[O:33])[CH2:6][NH:7][C:8](=[O:30])[CH2:9][CH2:10][NH:11][C:12](=[O:29])[C:13]1[CH:18]=[CH:17][C:16]([C:19](=[NH:28])[NH:20]C(OC(C)(C)C)=O)=[CH:15][CH:14]=1)[CH3:2]>C(O)(C(F)(F)F)=O>[CH2:1]([O:3][C:4](=[O:41])[C@@H:5]([NH:31][S:32]([C:35]1[CH:40]=[CH:39][CH:38]=[CH:37][CH:36]=1)(=[O:33])=[O:34])[CH2:6][NH:7][C:8](=[O:30])[CH2:9][CH2:10][NH:11][C:12](=[O:29])[C:13]1[CH:14]=[CH:15][C:16]([C:19](=[NH:20])[NH2:28])=[CH:17][CH:18]=1)[CH3:2]. Procedure: (2S)-2-Benzenesulfonylamino-3-(3-(4-(N-t-butoxycarbonylamidino)benzoylamino)propanoylamino)propanoic acid ethyl ester (1.48 g) obtained in the same manner as in the synthesis of the compound of Example 1-(8) is dissolved in TFA (50 ml) under ice-cooling, and the mixture is stirred at room temperature for one hour. The reaction mixture is concentrated under reduced pressure, and the residue is washed with ether, and purified by HPLC to give the title compound (448 mg) as a colorless powder. Run in C(=O)(C(F)(F)F)O (TFA). The yield is 36.5%. Product: C(C)OC([C@H](CNC(CCNC(C1=CC=C(C=C1)C(N)=N)=O)=O)NS(=O)(=O)C1=CC=CC=C1)=O ((2S)-3-(3-(4-amidinobenzoylamino)propanoylamino)-2-benzenesulfonylaminopropanoic acid ethyl ester). Starting materials: CC1CC(NCC1)C(=O)OCC (ethyl 4-methyl-2-piperidinecarboxylate), N#N.Cl.C1=C(C=CC=2OC3=CC=CC=C3SC12)S(=O)(=O)N[C@@H](CCCNC(N)=N)C(=O)Cl (N2 (2-phenoxathiinylsulfonyl)-L-arginyl chloride hydrochloride). Run in C(Cl)(Cl)Cl (chloroform), C(Cl)(Cl)Cl (chloroform). Run at time 8 hour. Product: C1=C(C=CC=2OC3=CC=CC=C3SC12)S(=O)(=O)N[C@@H](CCCNC(N)=N)C(=O)N1C(CC(CC1)C)C(=O)OCC (ethyl 1-[N2 -(2-phenoxathiinylsulfonyl)-L-arginyl]-4-methyl-2-piperidinecarboxylate). Reaction SMILES: [CH3:1][CH:2]1[CH2:7][CH2:6][NH:5][CH:4]([C:8]([O:10][CH2:11][CH3:12])=[O:9])[CH2:3]1.N#N.Cl.[CH:16]1[C:29]2[S:28][C:27]3[C:22](=[CH:23][CH:24]=[CH:25][CH:26]=3)[O:21][C:20]=2[CH:19]=[CH:18][C:17]=1[S:30]([NH:33][C@H:34]([C:42](Cl)=[O:43])[CH2:35][CH2:36][CH2:37][NH:38][C:39](=[NH:41])[NH2:40])(=[O:32])=[O:31]>C(Cl)(Cl)Cl>[CH:16]1[C:29]2[S:28][C:27]3[C:22](=[CH:23][CH:24]=[CH:25][CH:26]=3)[O:21][C:20]=2[CH:19]=[CH:18][C:17]=1[S:30]([NH:33][C@H:34]([C:42]([N:5]1[CH2:6][CH2:7][CH:2]([CH3:1])[CH2:3][CH:4]1[C:8]([O:10][CH2:11][CH3:12])=[O:9])=[O:43])[CH2:35][CH2:36][CH2:37][NH:38][C:39](=[NH:40])[NH2:41])(=[O:31])=[O:32] |f:1.2.3|. Reported procedure: To a stirred solution of 3.6 g of ethyl 4-methyl-2-piperidinecarboxylate in 50 ml of chloroform, which was cooled in an ice-salt bath, was added in portions N2 -(2-phenoxathiinylsulfonyl)-L-arginyl chloride hydrochloride obtained above. The reaction mixture was stirred overnight at room temperature. At the end of this period, 50ml of chloroform was added and the chloroform solution was washed twice with 25 ml of saturated sodium chloride solution, dried over Na2SO4 and evaporated in vacuo. The o... Starting materials: Cc1ccccc1, CCOC(=O)Cl, CC12CCc3cc(N)ccc3C1=NNC(=O)C2. The product is CCOC(=O)Nc1ccc2c(c1)CCC1(C)CC(=O)NN=C21. As a reaction SMILES: [CH3:24][c:25]1[cH:26][cH:27][cH:28][cH:29][cH:30]1.[Cl:18][C:19](=[O:20])[O:21][CH2:22][CH3:23].[NH2:1][c:2]1[cH:3][cH:4][c:5]2[c:6]([cH:17]1)[CH2:7][CH2:8][C:9]1([CH3:16])[CH2:10][C:11](=[O:15])[NH:12][N:13]=[C:14]21>>[NH:1]([c:2]1[cH:3][cH:4][c:5]2[c:6]([cH:17]1)[CH2:7][CH2:8][C:9]1([CH3:16])[CH2:10][C:11](=[O:15])[NH:12][N:13]=[C:14]21)[C:19](=[O:20])[O:21][CH2:22][CH3:23]. Reactants: O (water), C(C)(C)N(CC)C(C)C (Diisopropylethylamine), ClC1=CC=C(CNC(=O)C=2C(C3=C(N(C2)CC(=O)N(C)OC)C=C(S3)CCl)=O)C=C1 (N-(4-chlorobenzyl)-2-(chloromethyl)-4-{2-[methoxy(methyl)amino]-2-oxoethyl}-7-oxo-4,7-dihydrothieno[3,2-b]pyridine-6-carboxamide), O1C(=CC=C1)C(CNC)O (1-(2-furyl)-2-(methylamino)ethanol). The solvent is CN(C)C=O (DMF). Reaction conditions: temperature 60 celsius, time 3 hour. Yields the product ClC1=CC=C(CNC(=O)C=2C(C3=C(N(C2)CC(=O)N(C)OC)C=C(S3)CN(C)CC(O)C=3OC=CC3)=O)C=C1 (N-(4-chlorobenzyl)-2-{[[2-(2-furyl)-2-hydroxyethyl](methyl)amino]methyl}-4-{2-[methoxy(methyl)amino]-2-oxoethyl}-7-oxo-4,7-dihydrothieno[3,2-b]pyridine-6-carboxamide), solid. Reaction SMILES: C(N(C(C)C)CC)(C)C.[Cl:10][C:11]1[CH:39]=[CH:38][C:14]([CH2:15][NH:16][C:17]([C:19]2[C:20](=[O:37])[C:21]3[S:34][C:33]([CH2:35]Cl)=[CH:32][C:22]=3[N:23]([CH2:25][C:26]([N:28]([O:30][CH3:31])[CH3:29])=[O:27])[CH:24]=2)=[O:18])=[CH:13][CH:12]=1.[O:40]1[CH:44]=[CH:43][CH:42]=[C:41]1[CH:45]([OH:49])[CH2:46][NH:47][CH3:48].O>CN(C=O)C>[Cl:10][C:11]1[CH:39]=[CH:38][C:14]([CH2:15][NH:16][C:17]([C:19]2[C:20](=[O:37])[C:21]3[S:34][C:33]([CH2:35][N:47]([CH2:46][CH:45]([C:41]4[O:40][CH:44]=[CH:43][CH:42]=4)[OH:49])[CH3:48])=[CH:32][C:22]=3[N:23]([CH2:25][C:26]([N:28]([O:30][CH3:31])[CH3:29])=[O:27])[CH:24]=2)=[O:18])=[CH:13][CH:12]=1. Procedure details: Diisopropylethylamine (34 μL, 0.19 mmol) was added to a mixture of N-(4-chlorobenzyl)-2-(chloromethyl)-4-{2-[methoxy(methyl)amino]-2-oxoethyl}-7-oxo-4,7-dihydrothieno[3,2-b]pyridine-6-carboxamide (60 mg, 0.13 mmol) and 1-(2-furyl)-2-(methylamino)ethanol (27 mg, 0.19 mmol) in DMF (2.0 mL). The mixture was shaken at 60° C. for 3 hrs. The reaction was cooled to room temperature before the addition of water (5 mL). The resulting ppt was collected by filtration and washed with water. After drying in ...